This data is from the Open Reaction Database (ORD), a public repository of structured organic reaction records. The task is: describe an organic reaction: reactants, conditions, products, and yield Reactants: C(CCCCCCCCC(=O)OC)(=O)OC (dimethyl sebacate), O (water), (R,S)-1-phenylethanol, sebacic acid ester. Product: C1(=CC=CC=C1)[C@H](C)O ((S)-(-)-1-phenylethanol). As a reaction SMILES: C(OC)(=O)C[CH2:3][CH2:4][CH2:5][CH2:6][CH2:7][CH2:8][CH2:9][C:10](OC)=O.[OH2:17]>>[C:5]1([C@@H:4]([OH:17])[CH3:3])[CH:6]=[CH:7][CH:8]=[CH:9][CH:10]=1. Procedure details: Interesterification was carried out in the same manner as in Example 12, except for replacing dimethyl octadecadicarboxylate with 150 g of dimethyl sebacate at 90° C. for 30 hours. The water content of the reaction system was 0.07% by weight, and 87% of the lipase particles had a particle size of 25 to 60 μm. After completion of the reaction, gas chromatography of the reaction mixture revealed that 42 mol % of (R,S)-1-phenylethanol had been converted to its sebacic acid ester. The reaction mixtu... Starting materials: CC(=O)Nc1nc(C=CC=O)cs1, CN(C)C=O, [H][H]. Product: CC(=O)Nc1nc(CCC=O)cs1. As a reaction SMILES: [C:1]([CH3:2])(=[O:3])[NH:4][c:5]1[s:6][cH:7][c:8]([CH:10]=[CH:11][CH:12]=[O:13])[n:9]1.[CH3:16][N:17]([CH3:18])[CH:19]=[O:20].[H:14][H:15]>>[C:1]([CH3:2])(=[O:3])[NH:4][c:5]1[s:6][cH:7][c:8]([CH2:10][CH2:11][CH:12]=[O:13])[n:9]1. The reactants are Nc1ccc([N+](=O)[O-])c(NCCc2ccccc2)c1, COCCOC, COC(=O)Cl, c1ccncc1. Yields the product COC(=O)Nc1ccc([N+](=O)[O-])c(NCCc2ccccc2)c1. Reaction SMILES: [CH2:1]([c:2]1[cH:3][cH:4][cH:5][cH:6][cH:7]1)[CH2:8][NH:9][c:10]1[cH:11][c:12]([NH2:13])[cH:14][cH:15][c:16]1[N+:17](=[O:18])[O-:19].[CH2:25]([CH2:26][O:27][CH3:28])[O:29][CH3:30].[Cl:20][C:21](=[O:22])[O:23][CH3:24].[cH:31]1[cH:32][cH:33][n:34][cH:35][cH:36]1>>[CH2:1]([c:2]1[cH:3][cH:4][cH:5][cH:6][cH:7]1)[CH2:8][NH:9][c:10]1[cH:11][c:12]([NH:13][C:21](=[O:22])[O:23][CH3:24])[cH:14][cH:15][c:16]1[N+:17](=[O:18])[O-:19]. Starting materials: C1COCCO1, CCN1c2ncc(C=Cc3ccncc3)cc2C(=O)N(C)c2ccc(Cl)nc21, O, [Pd]. Yields the product CCN1c2ncc(CCc3ccncc3)cc2C(=O)N(C)c2ccc(Cl)nc21. As a reaction SMILES: [CH2:29]1[O:30][CH2:31][CH2:32][O:33][CH2:34]1.[Cl:1][c:2]1[cH:3][cH:4][c:5]2[c:11]([n:12]1)[N:10]([CH2:13][CH3:14])[c:9]1[c:8]([cH:18][c:17]([CH:19]=[CH:20][c:21]3[cH:22][cH:23][n:24][cH:25][cH:26]3)[cH:16][n:15]1)[C:7](=[O:27])[N:6]2[CH3:28].[OH2:35].[Pd:36]>>[Cl:1][c:2]1[cH:3][cH:4][c:5]2[c:11]([n:12]1)[N:10]([CH2:13][CH3:14])[c:9]1[c:8]([cH:18][c:17]([CH2:19][CH2:20][c:21]3[cH:22][cH:23][n:24][cH:25][cH:26]3)[cH:16][n:15]1)[C:7](=[O:27])[N:6]2[CH3:28]. Reactants: CC(C)(C)OC(=O)N1CCC(c2ccc(F)c(N)c2)CC1, CN(C)c1ccncc1, ClCCl, O=C(O)CCCCC(=O)c1ccccc1, CN(C)C=O, O. Yields the product CC(C)(C)OC(=O)N1CCC(c2ccc(F)c(NC(=O)CCCCC(=O)c3ccccc3)c2)CC1. RXN SMILES: [C:16]([CH3:17])([CH3:18])([CH3:19])[O:20][C:21](=[O:22])[N:23]1[CH2:24][CH2:25][CH:26]([c:29]2[cH:30][c:31]([NH2:36])[c:32]([F:35])[cH:33][cH:34]2)[CH2:27][CH2:28]1.[CH3:41][N:42]([CH3:43])[c:44]1[cH:45][cH:46][n:47][cH:48][cH:49]1.[Cl:37][CH2:38][Cl:39].[O:1]=[C:2]([CH2:3][CH2:4][CH2:5][CH2:6][C:7](=[O:8])[OH:9])[c:10]1[cH:11][cH:12][cH:13][cH:14][cH:15]1.[O:50]=[CH:51][N:52]([CH3:53])[CH3:54].[OH2:40]>>[O:1]=[C:2]([CH2:3][CH2:4][CH2:5][CH2:6][C:7](=[O:9])[NH:36][c:31]1[cH:30][c:29]([CH:26]2[CH2:25][CH2:24][N:23]([C:21]([O:20][C:16]([CH3:17])([CH3:18])[CH3:19])=[O:22])[CH2:28][CH2:27]2)[cH:34][cH:33][c:32]1[F:35])[c:10]1[cH:11][cH:12][cH:13][cH:14][cH:15]1. Starting materials: OBO, Cc1ccccc1, COC(=O)c1cnc(Cl)cc1C(F)(F)F, FC(F)(F)c1ccccc1, [K+], [K+], [K+], O, O=P([O-])([O-])[O-]. Yields the product COC(=O)c1cnc(-c2ccc(C(F)(F)F)cc2)cc1C(F)(F)F. As a reaction SMILES: [BH:16]([OH:17])[OH:18].[CH3:38][c:39]1[cH:40][cH:41][cH:42][cH:43][cH:44]1.[Cl:1][c:2]1[n:3][cH:4][c:5]([C:6](=[O:7])[O:8][CH3:9])[c:10]([C:12]([F:13])([F:14])[F:15])[cH:11]1.[F:19][C:20]([c:21]1[cH:22][cH:23][cH:24][cH:25][cH:26]1)([F:27])[F:28].[K+:34].[K+:35].[K+:36].[OH2:37].[P:29]([O-:30])([O-:31])([O-:32])=[O:33]>>[c:2]1(-[c:24]2[cH:23][cH:22][c:21]([C:20]([F:19])([F:27])[F:28])[cH:26][cH:25]2)[n:3][cH:4][c:5]([C:6](=[O:7])[O:8][CH3:9])[c:10]([C:12]([F:13])([F:14])[F:15])[cH:11]1. The reactants are C(C)(C)(C)OC(NC=1C(=NOC1C1=CC=C(C=C1)Br)C)=O ([5-(4-Bromo-phenyl)-3-methyl-isoxazol-4-yl]-carbamic acid tert-butyl ester), CC1(OB(OC1(C)C)C1=CC=C(C=C1)C1(CC1)C(=O)NS(=O)(=O)C)C (N-{1-[4-(4,4,5,5-tetramethyl-[1,3,2]dioxaborolan-2-yl)-phenyl]-cyclopropanecarbonyl}-methanesulfonamide). The product is C(C)(C)(C)OC(NC=1C(=NOC1C1=CC=C(C=C1)C1=CC=C(C=C1)C1(CC1)C(=O)NS(=O)(=O)C)C)=O ({5-[4′-(1-Methanesulfonylaminocarbonyl-cyclopropyl)-biphenyl-4-yl]-3-methyl-isoxazol-4-yl}-carbamic acid tert-butyl ester). As a reaction SMILES: [C:1]([O:5][C:6](=[O:21])[NH:7][C:8]1[C:9]([CH3:20])=[N:10][O:11][C:12]=1[C:13]1[CH:18]=[CH:17][C:16](Br)=[CH:15][CH:14]=1)([CH3:4])([CH3:3])[CH3:2].CC1(C)C(C)(C)OB([C:30]2[CH:35]=[CH:34][C:33]([C:36]3([C:39]([NH:41][S:42]([CH3:45])(=[O:44])=[O:43])=[O:40])[CH2:38][CH2:37]3)=[CH:32][CH:31]=2)O1>>[C:1]([O:5][C:6](=[O:21])[NH:7][C:8]1[C:9]([CH3:20])=[N:10][O:11][C:12]=1[C:13]1[CH:18]=[CH:17][C:16]([C:30]2[CH:31]=[CH:32][C:33]([C:36]3([C:39]([NH:41][S:42]([CH3:45])(=[O:44])=[O:43])=[O:40])[CH2:38][CH2:37]3)=[CH:34][CH:35]=2)=[CH:15][CH:14]=1)([CH3:4])([CH3:3])[CH3:2]. Procedure: Prepared according to the procedure described in Example 1, Step 10, using [5-(4-Bromo-phenyl)-3-methyl-isoxazol-4-yl]-carbamic acid tert-butyl ester and N-{1-[4-(4,4,5,5-tetramethyl-[1,3,2]dioxaborolan-2-yl)-phenyl]-cyclopropanecarbonyl}-methanesulfonamide. As a reaction SMILES: [CH3:42][CH2:43][O:44][CH2:45][CH3:46].[Cl:38][CH2:39][Cl:40].[N-:34]=[N+:35]=[N-:36].[Na+:37].[OH2:41].[S:29]([Cl:30])([CH3:31])(=[O:32])=[O:33].[c:1]1([O:11][CH:12]([CH:13]([CH2:14][OH:15])[OH:16])[c:17]2[cH:18][cH:19][cH:20][cH:21][cH:22]2)[cH:2][cH:3][cH:4][c:5]2[cH:6][cH:7][cH:8][cH:9][c:10]12.[cH:23]1[cH:24][cH:25][n:26][cH:27][cH:28]1>>[c:1]1([O:11][CH:12]([CH:13]([CH2:14][N:34]=[N+:35]=[N-:36])[OH:16])[c:17]2[cH:18][cH:19][cH:20][cH:21][cH:22]2)[cH:2][cH:3][cH:4][c:5]2[cH:6][cH:7][cH:8][cH:9][c:10]12. Yields the product [N-]=[N+]=NCC(O)C(Oc1cccc2ccccc12)c1ccccc1. The reactants are CCOCC, ClCCl, [N-]=[N+]=[N-], [Na+], O, CS(=O)(=O)Cl, OCC(O)C(Oc1cccc2ccccc12)c1ccccc1, c1ccncc1. Reactants: [BH4-], COC(=O)c1sc(Br)cc1N(C(=O)C1CCC(C)CC1)C1CCC(=O)CC1, CCCCCC, CCOC(C)=O, CO, Cl, [Na+]. The product is COC(=O)c1sc(Br)cc1N(C(=O)C1CCC(C)CC1)C1CCC(O)CC1. As a reaction SMILES: [BH4-:28].[CH3:1][O:2][C:3](=[O:4])[c:5]1[s:6][c:7]([Br:27])[cH:8][c:9]1[N:10]([CH:11]1[CH2:12][CH2:13][C:14](=[O:17])[CH2:15][CH2:16]1)[C:18](=[O:19])[CH:20]1[CH2:21][CH2:22][CH:23]([CH3:26])[CH2:24][CH2:25]1.[CH3:30][CH2:31][CH2:32][CH2:33][CH2:34][CH3:35].[CH3:36][CH2:37][O:38][C:39]([CH3:40])=[O:41].[CH3:43][OH:44].[ClH:42].[Na+:29]>>[CH3:1][O:2][C:3](=[O:4])[c:5]1[s:6][c:7]([Br:27])[cH:8][c:9]1[N:10]([CH:11]1[CH2:12][CH2:13][CH:14]([OH:17])[CH2:15][CH2:16]1)[C:18](=[O:19])[CH:20]1[CH2:21][CH2:22][CH:23]([CH3:26])[CH2:24][CH2:25]1. The reactants are BrC1=CC=C(C=C1)B(O)O (4-bromophenylboronic acid), O (Water), C1(C=CCC1)=O (cyclopent-2-enone). Reagents/catalysts: [B-](F)(F)(F)F.C1C2C=CC1C=C2.C1C2C=CC1C=C2.[Rh] (bis(norbornadiene)rhodium (I) tetrafluoroborate), C1=CC=C(C=C1)P(C2=CC=CC=C2)C3=C(C4=CC=CC=C4C=C3)C5=C(C=CC6=CC=CC=C65)P(C7=CC=CC=C7)C8=CC=CC=C8 ((R)-BINAP). The solvent is O1CCOCC1 (1,4-dioxane). Conditions: time 20 minute. Product: BrC1=CC=C(C=C1)[C@H]1CC(CC1)=O ((R)-3-(4-bromophenyl)cyclopentanone). The yield is 25.5%. RXN SMILES: [Br:1][C:2]1[CH:7]=[CH:6][C:5](B(O)O)=[CH:4][CH:3]=1.O.[C:12]1(=[O:17])[CH2:16][CH2:15][CH:14]=[CH:13]1>O1CCOCC1.[B-](F)(F)(F)F.C1C2C=CC1C=C2.C1C2C=CC1C=C2.[Rh].C1C=CC(P(C2C=CC3C(=CC=CC=3)C=2C2C3C(=CC=CC=3)C=CC=2P(C2C=CC=CC=2)C2C=CC=CC=2)C2C=CC=CC=2)=CC=1>[Br:1][C:2]1[CH:7]=[CH:6][C:5]([C@@H:14]2[CH2:15][CH2:16][C:12](=[O:17])[CH2:13]2)=[CH:4][CH:3]=1 |f:4.5.6.7|. Procedure details: A solution of 4-bromophenylboronic acid (20 g, 100 mmol) in 1,4-dioxane (120 mL) was purged with nitrogen for 10 min. (R)-BINAP (0.992 g, 1.593 mmol) and bis(norbornadiene)rhodium (I) tetrafluoroborate (0.559 g, 1.494 mmol) were added sequentially, and the suspension was sonicated for 5 min. The mixture was stirred for 20 min. Water (20 mL) was added, and the reaction mixture became homogeneous. After 10 minutes, cyclopent-2-enone (8.06 mL, 100 mmol) was added, and the reaction mixture was stirr...